describe an organic reaction: reactants, conditions, products, and yield From a dataset of the Open Reaction Database (ORD), a public repository of structured organic reaction records. Reactants: O=S(Cl)Cl, O=C(O)c1ccc(NC(=O)c2ccccc2-c2ccccc2)nc1. The product is O=C(Cl)c1ccc(NC(=O)c2ccccc2-c2ccccc2)nc1. Reaction SMILES: [S:25]([Cl:26])([Cl:27])=[O:28].[c:1]1(-[c:19]2[cH:20][cH:21][cH:22][cH:23][cH:24]2)[c:2]([C:7](=[O:8])[NH:9][c:10]2[cH:11][cH:12][c:13]([C:16](=[O:17])[OH:18])[cH:14][n:15]2)[cH:3][cH:4][cH:5][cH:6]1>>[c:1]1(-[c:19]2[cH:20][cH:21][cH:22][cH:23][cH:24]2)[c:2]([C:7](=[O:8])[NH:9][c:10]2[cH:11][cH:12][c:13]([C:16](=[O:17])[Cl:27])[cH:14][n:15]2)[cH:3][cH:4][cH:5][cH:6]1.